From a dataset of the Open Reaction Database (ORD), a public repository of structured organic reaction records. describe an organic reaction: reactants, conditions, products, and yield The reactants are [BH4-], CC(=O)c1ccccc1-c1ccc(C(=O)N2Cc3ccc(C(=O)NCc4cccnc4)n3Cc3ccccc32)cc1C, CC(C)O, [Na+], O. The product is Cc1cc(C(=O)N2Cc3ccc(C(=O)NCc4cccnc4)n3Cc3ccccc32)ccc1-c1ccccc1C(C)O. As a reaction SMILES: [BH4-:43].[C:1]([CH3:2])(=[O:3])[c:4]1[c:5](-[c:10]2[c:11]([CH3:42])[cH:12][c:13]([C:16](=[O:17])[N:18]3[CH2:19][c:20]4[n:21]([c:29]([C:32](=[O:33])[NH:34][CH2:35][c:36]5[cH:37][n:38][cH:39][cH:40][cH:41]5)[cH:30][cH:31]4)[CH2:22][c:23]4[c:24]3[cH:25][cH:26][cH:27][cH:28]4)[cH:14][cH:15]2)[cH:6][cH:7][cH:8][cH:9]1.[CH3:45][CH:46]([OH:47])[CH3:48].[Na+:44].[OH2:49]>>[CH:1]([CH3:2])([OH:3])[c:4]1[c:5](-[c:10]2[c:11]([CH3:42])[cH:12][c:13]([C:16](=[O:17])[N:18]3[CH2:19][c:20]4[n:21]([c:29]([C:32](=[O:33])[NH:34][CH2:35][c:36]5[cH:37][n:38][cH:39][cH:40][cH:41]5)[cH:30][cH:31]4)[CH2:22][c:23]4[c:24]3[cH:25][cH:26][cH:27][cH:28]4)[cH:14][cH:15]2)[cH:6][cH:7][cH:8][cH:9]1. Reactants: C(#N)C=1C(=C(C(=O)OCC)C=CC1)OC (ethyl 3-cyano-2-methoxybenzoate), Cl.NCC=1C=C(C(=O)OC)C=C(C1)OC (Methyl 3-(aminomethyl)-5-methoxybenzoate hydrochloride). Product: Cl.NCC=1C(=C(C(=O)OCC)C=CC1)OC (Ethyl 3-(aminomethyl)-2-methoxybenzoate hydrochloride). Procedure: Ethyl 3-(aminomethyl)-2-methoxybenzoate hydrochloride was prepared from ethyl 3-cyano-2-methoxybenzoate in an analogous manner to Intermediate 2. As a reaction SMILES: [C:1]([C:3]1[C:4]([O:14][CH3:15])=[C:5]([CH:11]=[CH:12][CH:13]=1)[C:6]([O:8][CH2:9][CH3:10])=[O:7])#[N:2].[ClH:16].NCC1C=C(C=C(OC)C=1)C(OC)=O>>[ClH:16].[NH2:2][CH2:1][C:3]1[C:4]([O:14][CH3:15])=[C:5]([CH:11]=[CH:12][CH:13]=1)[C:6]([O:8][CH2:9][CH3:10])=[O:7] |f:1.2,3.4|. Reactants: COC1=C(C=CC=C1)CC(=O)OCC (ethyl 2-methoxyphenyiacetate), CC(C)([O-])C.[Na+] (sodium tert-butoxide), C(C)(=O)OCC (ethyl acetate), C(C)(=O)OCC (Ethyl acetate), Cl (hydrochloric acid). Solvent: C(C)(C)OC(C)C (diisopropylether). Conditions: temperature 70 celsius, time 8 hour. The product is COC1=C(C=CC=C1)C(C(=O)OCC)C(=O)C (ethyl 2-(2-methoxyphenyl)acetoacetate). Isolated yield 60.2%. RXN SMILES: [CH3:1][O:2][C:3]1[CH:8]=[CH:7][CH:6]=[CH:5][C:4]=1[CH2:9][C:10]([O:12][CH2:13][CH3:14])=[O:11].[CH3:15][C:16](C)([O-:18])C.[Na+].C(OCC)(=O)C.Cl>C(OC(C)C)(C)C>[CH3:1][O:2][C:3]1[CH:8]=[CH:7][CH:6]=[CH:5][C:4]=1[CH:9]([C:16]([CH3:15])=[O:18])[C:10]([O:12][CH2:13][CH3:14])=[O:11] |f:1.2|. Reported procedure: A mixture of ethyl 2-methoxyphenyiacetate (11.6 g), sodium tert-butoxide (12.7 g) and ethyl acetate (15.8 g) in diisopropylether was heated at 70° C. for 2.5 hours and stirred at room temperature overnight. Ethyl acetate and hydrochloric acid (2M) were added and the organic phase dried (magnesium sulphate) and evaporated. The residue was distilled in vacuo to give ethyl 2-(2-methoxyphenyl)acetoacetate as a liquid (8.5 g), NMR 1.15 and 1.13(t,3h), 1.8 and 2.2(s,3H), 3.75 and 3.85(s,3H), 4.1-4.3(2...